From a dataset of the Open Reaction Database (ORD), a public repository of structured organic reaction records. describe an organic reaction: reactants, conditions, products, and yield Yields the product NNC1=Nc2ccc(Cl)cc2C(c2ccccc2)=NC1. Reactants: Clc1ccc2c(c1)C(c1ccccc1)=NCC(SCc1ccccc1)=N2, CO, NN, C1CCOC1, O, O. RXN SMILES: [CH2:1]([S:2][C:9]1=[N:10][c:11]2[c:12]([cH:22][c:23]([Cl:26])[cH:24][cH:25]2)[C:13]([c:16]2[cH:17][cH:18][cH:19][cH:20][cH:21]2)=[N:14][CH2:15]1)[c:3]1[cH:4][cH:5][cH:6][cH:7][cH:8]1.[CH3:31][OH:32].[NH2:29][NH2:30].[O:33]1[CH2:34][CH2:35][CH2:36][CH2:37]1.[OH2:27].[OH2:28]>>[C:9]1([NH:29][NH2:30])=[N:10][c:11]2[c:12]([cH:22][c:23]([Cl:26])[cH:24][cH:25]2)[C:13]([c:16]2[cH:17][cH:18][cH:19][cH:20][cH:21]2)=[N:14][CH2:15]1. The reactants are C1(=CC=CC=C1)P(C1=CC=CC=C1)C1=CC=CC=C1 (triphenylphosphine), CC(C)OC(=O)/N=N/C(=O)OC(C)C (diisopropylazodicarboxylate), OCC=1C=C(C=CC1)SC=1C=CC(=NC1)C#N (5-(3-(hydroxymethyl)phenylthio)picolinonitrile), OC1=C(C=CC(=C1C)O)C(C)=O (1-(2,4-dihydroxy-3-methylphenyl)ethanone). Run in C1CCOC1 (THF), C(C)(=O)OCC (ethyl acetate). Run at time 8 hour. Yields the product C(C)(=O)C1=C(C(=C(OCC=2C=C(C=CC2)SC=2C=CC(=NC2)C#N)C=C1)C)O (5-(3-((4-acetyl-3-hydroxy-2-methylphenoxy)methyl)phenylthio) picolinonitrile). Yield: 73.0%. RXN SMILES: C1(P(C2C=CC=CC=2)C2C=CC=CC=2)C=CC=CC=1.CC(OC(/N=N/C(OC(C)C)=O)=O)C.[OH:34][CH2:35][C:36]1[CH:37]=[C:38]([S:42][C:43]2[CH:44]=[CH:45][C:46]([C:49]#[N:50])=[N:47][CH:48]=2)[CH:39]=[CH:40][CH:41]=1.[OH:51][C:52]1[C:57]([CH3:58])=[C:56](O)[CH:55]=[CH:54][C:53]=1[C:60](=[O:62])[CH3:61]>C1COCC1.C(OCC)(=O)C>[C:60]([C:53]1[CH:54]=[CH:55][C:56]([O:34][CH2:35][C:36]2[CH:37]=[C:38]([S:42][C:43]3[CH:44]=[CH:45][C:46]([C:49]#[N:50])=[N:47][CH:48]=3)[CH:39]=[CH:40][CH:41]=2)=[C:57]([CH3:58])[C:52]=1[OH:51])(=[O:62])[CH3:61]. Procedure: Add triphenylphosphine (1.84 g, 7.02 mmol) and diisopropylazodicarboxylate (1.42 g, 7.02 mmol) to a solution of 5-(3-(hydroxymethyl)phenylthio)picolinonitrile (1.70 g, 7.02 mmol) and 1-(2,4-dihydroxy-3-methylphenyl)ethanone (1.17 g, 7.02 mmol) in THF (35.1 mL). Stir overnight. Dilute with ethyl acetate. Wash the mixture with water and brine. Dry, filter and concentrate to afford the title compound (2.00 g, 73%). Use as is. MS (APCI-neg) m/z (rel intensity): 390 (M+H, 100%).